From a dataset of the Open Reaction Database (ORD), a public repository of structured organic reaction records. describe an organic reaction: reactants, conditions, products, and yield Starting materials: N([C@@H](C)C(=O)O)C(=O)OC(C)(C)C (t-Boc-Ala), C1(CCCCC1)N=C=NC1CCCCC1 (N,N′-Dicyclohexylcarbodiimide). Run in O1CCOCC1 (dioxane). Run at time 3 hour. The product is C(=O)(NC1CCCCC1)NC1CCCCC1 (Dicyclohexylurea). Reaction SMILES: N(C(OC(C)(C)C)=O)[C@H](C(O)=[O:5])C.[CH:14]1([N:20]=[C:21]=[N:22][CH:23]2[CH2:28][CH2:27][CH2:26][CH2:25][CH2:24]2)[CH2:19][CH2:18][CH2:17][CH2:16][CH2:15]1>O1CCOCC1>[C:21]([NH:20][CH:14]1[CH2:15][CH2:16][CH2:17][CH2:18][CH2:19]1)([NH:22][CH:23]1[CH2:28][CH2:27][CH2:26][CH2:25][CH2:24]1)=[O:5]. Procedure: t-Boc-Ala (4.16 gr, 22 mmol) was dissolved in 11 ml dioxane. N,N′-Dicyclohexylcarbodiimide (DCC) (11 mmol in 11 ml 1 M DMF) was then added and the reaction was carried out for 3 hours at 25° C. under stirring. Dicyclohexylurea (DCU) formed was removed by centrifugation. The symmetrical anhydride product thus obtained (t-Boc-Ala-anhydride) was reacted overnight under stirring with 2-aminofluorene (0.925 g, 11 mmol) in 30 ml dioxane-water (1:1, v:v) containing 11 mmol of NaHCO3. The white solid fo... Reactants: C(C)OC(C1=CN=C(C=C1)OC1=CC=C(C=C1)C=O)=O (6-(4-Formyl-phenoxy)-nicotinic acid ethyl ester), Cl (HCl), CO (MeOH), [OH-].[Na+] (NaOH). Solvent: C(C)(=O)OCC (Ethyl acetate), C1CCOC1 (THF). Yields the product C(=O)C1=CC=C(OC2=NC=C(C(=O)O)C=C2)C=C1 (6-(4-Formyl-phenoxy)-nicotinic acid). The yield is 84.8%. RXN SMILES: C([O:3][C:4](=[O:20])[C:5]1[CH:10]=[CH:9][C:8]([O:11][C:12]2[CH:17]=[CH:16][C:15]([CH:18]=[O:19])=[CH:14][CH:13]=2)=[N:7][CH:6]=1)C.CO.[OH-].[Na+].Cl>C(OCC)(=O)C.C1COCC1>[CH:18]([C:15]1[CH:16]=[CH:17][C:12]([O:11][C:8]2[CH:9]=[CH:10][C:5]([C:4]([OH:20])=[O:3])=[CH:6][N:7]=2)=[CH:13][CH:14]=1)=[O:19] |f:2.3|. Procedure: Combine 6-(4-Formyl-phenoxy)-nicotinic acid ethyl ester (1.5 g, 5.53 mmol), MeOH (5 mL), THF (5 mL), and 5N NaOH (aq) (2 mL). Reflux the reaction 18 hours and then add 1N HCl (aq) (2 mL). After concentrating the reaction on the rotovap, add Ethyl acetate to precipitate out the desired product. Filter and concentrate the ethyl acetate filtrate to afford 1.14 g (85% yield) of the title compound: TLC 1:1 Hexanes:Ethyl acetate Rf:=0.01. Starting materials: [Cl-].[NH4+] (ammonium chloride), C(C)P(=O)(CC)C(C(=O)OCC)CC (ethyl 2-(diethylphosphoryl)-2-ethylacetate), O1CCCC1 (tetrahydrofuran), C(=O)C=1C=CC(=C(C(=O)OCC2=CC=CC=C2)C1)OC (benzyl 5-formyl-2-methoxybenzoate), [H-].[Na+] (sodium hydride). Run at time 30 minute. The product is C(C)OC(C(=CC=1C=CC(=C(C(=O)OCC2=CC=CC=C2)C1)OC)OCC)=O (benzyl 5-(3-ethoxy-2-ethoxy-3-oxo-1-propenyl)-2-methoxybenzoate). Reaction SMILES: C(P([CH:7](CC)[C:8]([O:10][CH2:11][CH3:12])=[O:9])(CC)=O)C.[H-].[Na+].[CH:17]([C:19]1[CH:20]=[CH:21][C:22]([O:35][CH3:36])=[C:23]([CH:34]=1)[C:24]([O:26][CH2:27][C:28]1[CH:33]=[CH:32][CH:31]=[CH:30][CH:29]=1)=[O:25])=O.[Cl-].[NH4+].[O:39]1CC[CH2:41][CH2:40]1>>[CH2:11]([O:10][C:8](=[O:9])[C:7]([O:39][CH2:40][CH3:41])=[CH:17][C:19]1[CH:20]=[CH:21][C:22]([O:35][CH3:36])=[C:23]([CH:34]=1)[C:24]([O:26][CH2:27][C:28]1[CH:33]=[CH:32][CH:31]=[CH:30][CH:29]=1)=[O:25])[CH3:12] |f:1.2,4.5|. Reported procedure: 1.5 g of ethyl 2-(diethylphosphoryl)-2-ethylacetate was dissolved in 30 ml tetrahydrofuran, and 0.26 g of 60% sodium hydride was added thereto under ice-cooling. The reaction solution was stirred for 30 minutes under ice-cooling and 1.5 g of benzyl 5-formyl-2-methoxybenzoate was added thereto, and the mixture was stirred at room temperature for 20 hours. Aqueous ammonium chloride solution was added to the reaction mixture, followed by extracting with ethyl acetate. The organic layer was washed w... The reactants are C(C=C)NC1=CC=C(C=C1)CC(=O)O (4-(allylamino)phenylacetic acid), [H-].[Na+] (sodium hydride), CI (methyl iodide). Solvent: CN(P(=O)(N(C)C)N(C)C)C (hexamethylphosphoramide), CN(P(=O)(N(C)C)N(C)C)C (hexamethylphosphoramide). Run at time 1 hour. The product is C(C=C)NC1=CC=C(C=C1)CC(=O)OC (methyl 4-(allylamino)phenylacetate). As a reaction SMILES: [CH2:1]([NH:4][C:5]1[CH:10]=[CH:9][C:8]([CH2:11][C:12]([OH:14])=[O:13])=[CH:7][CH:6]=1)[CH:2]=[CH2:3].[H-].[Na+].[CH3:17]I>CN(C)P(N(C)C)(N(C)C)=O>[CH2:1]([NH:4][C:5]1[CH:10]=[CH:9][C:8]([CH2:11][C:12]([O:14][CH3:17])=[O:13])=[CH:7][CH:6]=1)[CH:2]=[CH2:3] |f:1.2|. Procedure: A solution of 20.7 g. of 4-(allylamino)phenylacetic acid in 25 ml. of hexamethylphosphoramide is added to a stirred mixture of 0.800 g. of sodium hydride (57% in mineral oil) and 25 ml. of hexamethylphosphoramide. The solution which forms after one hour is treated with 11.0 g. of methyl iodide and is then stirred at 25° C. for 18 hours. Dilution with water followed by filtration affords a white solid which is crystallized from ethanol to yield methyl 4-(allylamino)phenylacetate. The reactants are C(C1=CC=CC=C1)N1C(C(=C(C2=NC=CC=C12)OCC1=CC=CC=C1)C(=O)OC)=O (methyl 1-benzyl-4-(benzyloxy)-2-oxo-1,2-dihydro-1,5naphthyridine-3-carboxylate), [OH-].[Na+] (sodium hydroxide), Cl (HCl), O (water). The solvent is C1CCOC1 (THF). Reaction conditions: temperature 80 celsius. Yields the product C(C1=CC=CC=C1)N1C(C(=C(C2=NC=CC=C12)OCC1=CC=CC=C1)C(=O)O)=O (1-benzyl-4-(benzyloxy)-2-oxo-1,2-dihydro-1,5-naphthyridine-3-carboxylic acid). RXN SMILES: [CH2:1]([N:8]1[C:17]2[C:12](=[N:13][CH:14]=[CH:15][CH:16]=2)[C:11]([O:18][CH2:19][C:20]2[CH:25]=[CH:24][CH:23]=[CH:22][CH:21]=2)=[C:10]([C:26]([O:28]C)=[O:27])[C:9]1=[O:30])[C:2]1[CH:7]=[CH:6][CH:5]=[CH:4][CH:3]=1.[OH-].[Na+].O.Cl>C1COCC1>[CH2:1]([N:8]1[C:17]2[C:12](=[N:13][CH:14]=[CH:15][CH:16]=2)[C:11]([O:18][CH2:19][C:20]2[CH:25]=[CH:24][CH:23]=[CH:22][CH:21]=2)=[C:10]([C:26]([OH:28])=[O:27])[C:9]1=[O:30])[C:2]1[CH:7]=[CH:6][CH:5]=[CH:4][CH:3]=1 |f:1.2|. Procedure details: To a solution of methyl 1-benzyl-4-(benzyloxy)-2-oxo-1,2-dihydro-1,5naphthyridine-3-carboxylate (0.65 g, 1.62 mmol) in THF (20 mL) was added sodium hydroxide (16.2 mL, 1 N) and the solution was heated to 80° C. and after 1.5 hours the reaction was completed. The reaction was allowed to cool and then the THF was removed leaving the product in water. The water was acidified with 1N HCl to adjust the pH to 3 and the resulting crude solids were collected by vacuum filtration and taken on as is.